This data is from the Open Reaction Database (ORD), a public repository of structured organic reaction records. The task is: describe an organic reaction: reactants, conditions, products, and yield Product: C(C)(C)(C)C=1C=C(C=C(C1O)C(C)(C)C)N(C(\C=C/C(=O)O)=O)C1=CC=CC=C1 (N-(3,5-di-t-butyl-4-hydroxyphenyl)-N-phenylmaleamic acid). As a reaction SMILES: [NH:1]([C:8]1[CH:13]=[C:12]([C:14]([CH3:17])([CH3:16])[CH3:15])[C:11]([OH:18])=[C:10]([C:19]([CH3:22])([CH3:21])[CH3:20])[CH:9]=1)[C:2]1[CH:7]=[CH:6][CH:5]=[CH:4][CH:3]=1.[C:23]1(=[O:29])[O:28][C:26](=[O:27])[CH:25]=[CH:24]1.Cl.O>[OH-].[Na+].C(O)C>[C:14]([C:12]1[CH:13]=[C:8]([N:1]([C:2]2[CH:3]=[CH:4][CH:5]=[CH:6][CH:7]=2)[C:23](=[O:29])/[CH:24]=[CH:25]\[C:26]([OH:28])=[O:27])[CH:9]=[C:10]([C:19]([CH3:22])([CH3:21])[CH3:20])[C:11]=1[OH:18])([CH3:15])([CH3:16])[CH3:17] |f:4.5|. Run in C(C)O (ethanol), C(C)O (ethanol), [OH-].[Na+] (sodium hydroxide). Run at temperature 140 celsius. Procedure: Under a nitrogen atmosphere, a mixture of 2.97 g (0.01 mole) of 4-anilino-2,6-di-t-butylphenol and 4.90 g 0.05 mole) of maleic anhydride was heated at 140° C. for 2 hours. The cooled reaction mixture was suspended in 10% sodium hydroxide, and was then acidified with 10% hydrochloric acid. The resulting precipitate was collected, rinsed with water, air dried, and recrystallized from a mixture of ethyl acetate and hexane to give a yellow solid. This material was dissolved in hot ethanol. The ethan... Reactants: Cl (hydrochloric acid), N(C1=CC=CC=C1)C1=CC(=C(C(=C1)C(C)(C)C)O)C(C)(C)C (4-anilino-2,6-di-t-butylphenol), C1(\C=C/C(=O)O1)=O (maleic anhydride), O (water), Cl (hydrochloric acid). Reactants: CCOC(=O)C1(NC(=O)c2cccc3c2OCC3)Cc2ccccc2C1, CCO, [K+], [OH-], O. Product: O=C(NC1(C(=O)O)Cc2ccccc2C1)c1cccc2c1OCC2. RXN SMILES: [CH2:1]([CH3:2])[O:3][C:4](=[O:5])[C:6]1([NH:15][C:16](=[O:17])[c:18]2[cH:19][cH:20][cH:21][c:22]3[c:26]2[O:25][CH2:24][CH2:23]3)[CH2:7][c:8]2[cH:9][cH:10][cH:11][cH:12][c:13]2[CH2:14]1.[CH3:30][CH2:31][OH:32].[K+:28].[OH-:27].[OH2:29]>>[O:3]=[C:4]([OH:5])[C:6]1([NH:15][C:16](=[O:17])[c:18]2[cH:19][cH:20][cH:21][c:22]3[c:26]2[O:25][CH2:24][CH2:23]3)[CH2:7][c:8]2[cH:9][cH:10][cH:11][cH:12][c:13]2[CH2:14]1.